Dataset: the Open Reaction Database (ORD), a public repository of structured organic reaction records. Task: describe an organic reaction: reactants, conditions, products, and yield Reactants: COC=1C=C(C=C(C1OC)OC)NC1=NC(=CN=C1)Cl (2-(3,4,5-trimethoxyphenylamino)-6-chloropyrazine), C1=C(C=CC2=CC=CC=C12)O (2-naphthol). Yields the product COC=1C=C(C=C(C1OC)OC)NC1=NC(=CN=C1)OC1=CC2=CC=CC=C2C=C1 (2-(3,4,5-trimethoxyphenylamino)-6-(naphthalen-2-yloxy)pyrazine). Isolated yield 38.0%. As a reaction SMILES: [CH3:1][O:2][C:3]1[CH:4]=[C:5]([NH:13][C:14]2[CH:19]=[N:18][CH:17]=[C:16](Cl)[N:15]=2)[CH:6]=[C:7]([O:11][CH3:12])[C:8]=1[O:9][CH3:10].[CH:21]1[C:30]2[C:25](=[CH:26][CH:27]=[CH:28][CH:29]=2)[CH:24]=[CH:23][C:22]=1[OH:31]>>[CH3:1][O:2][C:3]1[CH:4]=[C:5]([NH:13][C:14]2[CH:19]=[N:18][CH:17]=[C:16]([O:31][C:22]3[CH:23]=[CH:24][C:25]4[C:30](=[CH:29][CH:28]=[CH:27][CH:26]=4)[CH:21]=3)[N:15]=2)[CH:6]=[C:7]([O:11][CH3:12])[C:8]=1[O:9][CH3:10]. Reported procedure: Using Method X, with 200 mg of 2-(3,4,5-trimethoxyphenylamino)-6-chloropyrazine (all amounts scaled accordingly) and 2-naphthol, 78 mg of the title compound were obtained. As a reaction SMILES: [C:1]([CH2:3][C:4]1[CH:12]=[C:11]([F:13])[C:10]([O:14][CH2:15][CH2:16][O:17][CH3:18])=[CH:9][C:5]=1[C:6](O)=[O:7])#[N:2].[NH2:19][C:20]1[CH:24]=[C:23]([CH3:25])[NH:22][N:21]=1>>[F:13][C:11]1[CH:12]=[C:4]2[C:5](=[CH:9][C:10]=1[O:14][CH2:15][CH2:16][O:17][CH3:18])[C:6](=[O:7])[NH:2][C:1]([NH:19][C:20]1[CH:24]=[C:23]([CH3:25])[NH:22][N:21]=1)=[CH:3]2. Reactants: C(#N)CC1=C(C(=O)O)C=C(C(=C1)F)OCCOC (2-Cyanomethyl-4-fluoro-5-(2-methoxy-ethoxy)-benzoic acid), NC1=NNC(=C1)C (3-amino-5-methylpyrazole). Yields the product FC=1C=C2C=C(NC(C2=CC1OCCOC)=O)NC1=NNC(=C1)C (6-Fluoro-7-(2-methoxy-ethoxy)-3-(5-methyl-1H-pyrazol-3-ylamino)-2H-isoquinolin-1-one). Reported procedure: Similar procedure as described in example 2c was used, starting from 2-Cyanomethyl-4-fluoro-5-(2-methoxy-ethoxy)-benzoic acid and 3-amino-5-methylpyrazole to give 6-Fluoro-7-(2-methoxy-ethoxy)-3-(5-methyl-1H-pyrazol-3-ylamino)-2H-isoquinolin-1-one. LC-MS: m/e 333 (MH+). The reactants are C(C#CCC)(=O)OCC (Ethyl 2-pentynoate), IC1=CC=C(C=C1)OCOC (1-iodo-4-(methoxymethoxy)benzene), CC1=C(C=CC=C1)B(O)O (2-Methylphenylboronic acid), C(=O)([O-])[O-].[K+].[K+] (K2CO3). Reagents/catalysts: C1=CC=C(C=C1)C#N.C1=CC=C(C=C1)C#N.Cl[Pd]Cl (PdCl2(PhCN)2). The solvent is CN(C)C=O (DMF), O (H2O). Run at time 10 minute. Product: COCOC1=CC=C(C=C1)/C(/C(=O)OCC)=C(/CC)\C1=C(C=CC=C1)C ((E)-ethyl 2-(4-(methoxymethoxy)phenyl)-3-o-tolylpent-2-enoate). Isolated yield 27.0%. Reaction SMILES: [C:1]([O:7][CH2:8][CH3:9])(=[O:6])[C:2]#[C:3][CH2:4][CH3:5].I[C:11]1[CH:16]=[CH:15][C:14]([O:17][CH2:18][O:19][CH3:20])=[CH:13][CH:12]=1.[CH3:21][C:22]1[CH:27]=[CH:26][CH:25]=[CH:24][C:23]=1B(O)O.C([O-])([O-])=O.[K+].[K+]>CN(C=O)C.C1C=CC(C#N)=CC=1.C1C=CC(C#N)=CC=1.Cl[Pd]Cl.O>[CH3:20][O:19][CH2:18][O:17][C:14]1[CH:15]=[CH:16][C:11](/[C:2](=[C:3](\[C:23]2[CH:24]=[CH:25][CH:26]=[CH:27][C:22]=2[CH3:21])/[CH2:4][CH3:5])/[C:1]([O:7][CH2:8][CH3:9])=[O:6])=[CH:12][CH:13]=1 |f:3.4.5,7.8.9|. Reported procedure: A mixture of Ethyl 2-pentynoate (350 mg, 2.77 mmol), 1-iodo-4-(methoxymethoxy)benzene (1.46 g, 5.53 mmol), 2-Methylphenylboronic acid (753 mg, 5.53 mmol) and K2CO3 (766 mg, 5.54 mmol) in DMF (8.5 ml)-H2O (2.2 ml) was stirred at room temperature for 10 min. Then PdCl2(PhCN)2 (10.6 mg, 0.0276 mmol) was added under Ar atmosphere, and the mixture was stirred at room temperature for 24 h. The reaction was quenched with H2O under ice cooling, and the whole was extracted with Et2O. The organic layer wa... Starting materials: CC1=C(C=C(C(=C1Cl)Cl)C)[N+](=O)[O-] (2,5-dimethyl-3,4-dichloronitrobenzene), CC1=C(C=CC(=C1)C)O (2,4-dimethylphenol), C([O-])([O-])=O.[K+].[K+] (potassium carbonate), CN(C=O)C (dimethylformamide). Run in CCCCCC (hexane). The product is CC1=C(OC2=C(C(=C(C=C2C)[N+](=O)[O-])C)Cl)C=CC(=C1)C (4-(2,4-dimethylphenoxy) 2,5-dimethyl-3-chloronitrobenzene). The yield is 69.6%. RXN SMILES: [CH3:1][C:2]1[C:7]([Cl:8])=[C:6](Cl)[C:5]([CH3:10])=[CH:4][C:3]=1[N+:11]([O-:13])=[O:12].[CH3:14][C:15]1[CH:20]=[C:19]([CH3:21])[CH:18]=[CH:17][C:16]=1[OH:22].C(=O)([O-])[O-].[K+].[K+].CN(C)C=O>CCCCCC>[CH3:14][C:15]1[CH:20]=[C:19]([CH3:21])[CH:18]=[CH:17][C:16]=1[O:22][C:6]1[C:5]([CH3:10])=[CH:4][C:3]([N+:11]([O-:13])=[O:12])=[C:2]([CH3:1])[C:7]=1[Cl:8] |f:2.3.4|. Procedure details: Into a round bottom reaction flask equipped with a magnetic stirrer, condenser, thermometer and nitrogen inlet was added 50.0 grams (0.23 mol) of 2,5-dimethyl-3,4-dichloronitrobenzene, 38.5 grams (0.32 mol) of 2,4-dimethylphenol, 50 grams (0.36 mol) of potassium carbonate and 125 milliliters of dimethylformamide. The reaction mixture was heated to a temperature of 90° C.-100° C. and maintained at this temperature for a period of 72 hours. The reaction mixture was then cooled, filtered and concen... Reaction SMILES: C(N(C(C)C)CC)(C)C.Cl[C:11]([O:13][CH2:14][CH2:15][F:16])=[O:12].ClCCl.Cl.[CH3:21][S:22]([C:25]1[CH:26]=[C:27]2[C:31](=[CH:32][CH:33]=1)[N:30]([C:34]1[CH:39]=[C:38]([O:40][CH:41]3[CH2:46][CH2:45][NH:44][CH2:43][CH2:42]3)[N:37]=[CH:36][N:35]=1)[CH2:29][CH2:28]2)(=[O:24])=[O:23]>O>[CH3:21][S:22]([C:25]1[CH:26]=[C:27]2[C:31](=[CH:32][CH:33]=1)[N:30]([C:34]1[N:35]=[CH:36][N:37]=[C:38]([O:40][CH:41]3[CH2:46][CH2:45][N:44]([C:11]([O:13][CH2:14][CH2:15][F:16])=[O:12])[CH2:43][CH2:42]3)[CH:39]=1)[CH2:29][CH2:28]2)(=[O:24])=[O:23] |f:3.4|. Solvent: O (water). The yield is 36.2%. Conditions: time 80 minute. The product is CS(=O)(=O)C=1C=C2CCN(C2=CC1)C1=CC(=NC=N1)OC1CCN(CC1)C(=O)OCCF (2-fluoroethyl 4-({6-[5-(methylsulfonyl)indolin-1-yl]pyrimidin-4-yl}oxy)piperidine-1-carboxylate). Procedure: Diisopropylethylamine (178 μL, 0.997 mmol) and (2-fluoroethyl) chloroformate (33 μL, 0.350 mmol) were added at 0° C. to a dichloromethane (2 mL) suspension of the 5-(methylsulfonyl)-1-[6-(piperidin-4-yloxy)pyrimidin-4-yl]indoline hydrochloride (188 mg, 0.396 mmol) produced in Reference Example 27, and the mixture was stirred at room temperature for 80 minutes. To the reaction solution, water was added, followed by extraction with ethyl acetate three times. The obtained organic layer was washed w... Reactants: C(C)(C)N(CC)C(C)C (Diisopropylethylamine), ClC(=O)OCCF ((2-fluoroethyl) chloroformate), ClCCl (dichloromethane), Cl.CS(=O)(=O)C=1C=C2CCN(C2=CC1)C1=NC=NC(=C1)OC1CCNCC1 (5-(methylsulfonyl)-1-[6-(piperidin-4-yloxy)pyrimidin-4-yl]indoline hydrochloride). Reactants: Cc1cnc(CCl)c(C)c1Br, Nc1nc(Br)c2nc[nH]c2n1, [K+], [K+], O=C([O-])[O-], CN(C)C=O. The product is Cc1cnc(Cn2cnc3c(Br)nc(N)nc32)c(C)c1Br. As a reaction SMILES: [Br:12][c:13]1[c:14]([CH3:22])[c:15]([CH2:20][Cl:21])[n:16][cH:17][c:18]1[CH3:19].[Br:1][c:2]1[c:3]2[n:4][cH:5][nH:6][c:7]2[n:8][c:9]([NH2:11])[n:10]1.[K+:23].[K+:24].[O-:25][C:26]([O-:27])=[O:28].[O:29]=[CH:30][N:31]([CH3:32])[CH3:33]>>[Br:1][c:2]1[c:3]2[n:4][cH:5][n:6]([CH2:20][c:15]3[c:14]([CH3:22])[c:13]([Br:12])[c:18]([CH3:19])[cH:17][n:16]3)[c:7]2[n:8][c:9]([NH2:11])[n:10]1. Reactants: FC1=C(CN2N=C(C=C2C(=O)N)C2=NC=CC=N2)C=CC=C1 (1-(2-fluorobenzyl)-3-(pyrimidin-2-yl)-1H-pyrazole-5-carboxamide), C(C(=O)Cl)(=O)Cl (oxalyl chloride). Solvent: ClCCCl (1,2-dichloroethane). Yields the product FC1=C(CN2N=C(C=C2C(=O)N=C=O)C2=NC=CC=N2)C=CC=C1 (1-(2-fluorobenzyl)-3-(pyrimidin-2-yl)-1H-pyrazole-5-carbonyl isocyanate). Yield: 52.0%. RXN SMILES: [F:1][C:2]1[CH:22]=[CH:21][CH:20]=[CH:19][C:3]=1[CH2:4][N:5]1[C:9]([C:10]([NH2:12])=[O:11])=[CH:8][C:7]([C:13]2[N:18]=[CH:17][CH:16]=[CH:15][N:14]=2)=[N:6]1.C(Cl)(=O)[C:24](Cl)=[O:25]>ClCCCl>[F:1][C:2]1[CH:22]=[CH:21][CH:20]=[CH:19][C:3]=1[CH2:4][N:5]1[C:9]([C:10]([N:12]=[C:24]=[O:25])=[O:11])=[CH:8][C:7]([C:13]2[N:18]=[CH:17][CH:16]=[CH:15][N:14]=2)=[N:6]1. Procedure: A mixture of 1-(2-fluorobenzyl)-3-(pyrimidin-2-yl)-1H-pyrazole-5-carboxamide (120 mg, 1 equiv) and oxalyl chloride (106 μl, 3 equiv) in 1,2-dichloroethane (2.0 ml) was heated to reflux for 24 h. The mixture was cooled to room temperature and purified by column chromatography (0 to 100% ethyl acetate in hexanes) to give 68 mg of 1-(2-fluorobenzyl)-3-(pyrimidin-2-yl)-1H-pyrazole-5-carbonyl isocyanate (52% yield) as a brown solid. Reactants: C(C)(C)(C)OC(CCC1=CC=C(C=C1)OCC(=O)OC)=O (3-(4-Methoxycarbonylmethoxy-phenyl)-propionic acid tert-butyl ester), solution, C(=O)(C(F)(F)F)O (TFA). The solvent is C(Cl)Cl (DCM). Conditions: time 1 hour. Product: COC(=O)COC1=CC=C(C=C1)CCC(=O)O (3-(4-Methoxycarbonylmethoxy-phenyl)-propionic acid). As a reaction SMILES: C([O:5][C:6](=[O:21])[CH2:7][CH2:8][C:9]1[CH:14]=[CH:13][C:12]([O:15][CH2:16][C:17]([O:19][CH3:20])=[O:18])=[CH:11][CH:10]=1)(C)(C)C.C(O)(C(F)(F)F)=O>C(Cl)Cl>[CH3:20][O:19][C:17]([CH2:16][O:15][C:12]1[CH:13]=[CH:14][C:9]([CH2:8][CH2:7][C:6]([OH:21])=[O:5])=[CH:10][CH:11]=1)=[O:18]. Procedure details: To 3-(4-Methoxycarbonylmethoxy-phenyl)-propionic acid tert-butyl ester (0.097 g, 0.33 mmol) is added a 90% solution of TFA in DCM (2 ml) and the resulting solution is stirred at room temperature for 1 hour. The solvents are removed in vacuo to yield 3-(4-Methoxycarbonylmethoxy-phenyl)-propionic acid as an off-white powder; [M+H-18]+ 256.0